This data is from the Open Reaction Database (ORD), a public repository of structured organic reaction records. The task is: describe an organic reaction: reactants, conditions, products, and yield Starting materials: Chxn-Py-Al, BrC1=NC=CC=C1 (2-bromopyridine), CC=1C=C(C=C(C1)C)O (3,5-dimethylphenol). Run in CN(C)C=O (DMF). Product: N1=C(C=CC=C1)OC1=CC(=CC(=C1)C)C (3,5-dimethylphenyl 2-pyridyl ether). As a reaction SMILES: Br[C:2]1[CH:7]=[CH:6][CH:5]=[CH:4][N:3]=1.[CH3:8][C:9]1[CH:10]=[C:11]([OH:16])[CH:12]=[C:13]([CH3:15])[CH:14]=1>CN(C=O)C>[N:3]1[CH:4]=[CH:5][CH:6]=[CH:7][C:2]=1[O:16][C:11]1[CH:12]=[C:13]([CH3:15])[CH:14]=[C:9]([CH3:8])[CH:10]=1. Reported procedure: General procedure A (110° C., 24 hours) was followed using 117 mg of Chxn-Py-Al (0.4 mmoles), 292 μl of 2-bromopyridine (3 mmoles), 244 mg of 3,5-dimethylphenol (2 mmoles), 600 mg of ground and activated 3 Å molecular sieve and 1.2 ml of DMF. The reactants are ClCc1cc(I)ccc1Br, CC(C)=O, [I-], [K+], [Na+], [OH-], O, Oc1ccccc1. Yields the product Brc1ccc(I)cc1COc1ccccc1. Reaction SMILES: [Br:8][c:9]1[c:10]([CH2:16][Cl:17])[cH:11][c:12]([I:15])[cH:13][cH:14]1.[CH3:23][C:24](=[O:25])[CH3:26].[I-:18].[K+:22].[Na+:19].[OH-:21].[OH2:20].[OH:1][c:2]1[cH:3][cH:4][cH:5][cH:6][cH:7]1>>[O:1]([c:2]1[cH:3][cH:4][cH:5][cH:6][cH:7]1)[CH2:16][c:10]1[c:9]([Br:8])[cH:14][cH:13][c:12]([I:15])[cH:11]1.